This data is from the Open Reaction Database (ORD), a public repository of structured organic reaction records. The task is: describe an organic reaction: reactants, conditions, products, and yield Product: CC1=C(S(C2=C(N1)C=CC(=C2)OC)(=O)=O)C#N (3-Methyl-7-methoxy-4H-1,4-benzothiazine-2-carbonitrile 1,1-dioxide). As a reaction SMILES: [C:1]([CH2:3][S:4]([C:7]1[CH:12]=[C:11]([O:13][CH3:14])[CH:10]=[CH:9][C:8]=1[NH:15][C:16](=O)[CH3:17])(=[O:6])=[O:5])#[N:2].[OH-].[Na+]>>[CH3:17][C:16]1[NH:15][C:8]2[CH:9]=[CH:10][C:11]([O:13][CH3:14])=[CH:12][C:7]=2[S:4](=[O:6])(=[O:5])[C:3]=1[C:1]#[N:2] |f:1.2|. Reactants: C(#N)CS(=O)(=O)C1=C(C=CC(=C1)OC)NC(C)=O (N-(2-cyanomethylsulfonyl-4-methoxyphenyl)acetamide), [OH-].[Na+] (sodium hydroxide). Procedure: Treatment of N-(2-cyanomethylsulfonyl-4-methoxyphenyl)acetamide with aqueous sodium hydroxide by a procedure similar to the procedure described in EXAMPLE 1 c) gave the title compound; mp 307-308° C. (from methanol), 1H-NMR (DMSO-d6), δ (ppm): 11.89 (br s, 1H, NH), 7.51-7.27 (m, 3H, Ar—H), 3.86 (s, 3H, CH3O), 2.44 (s, 3H, CH3). Starting materials: C(C)OC(CC(C)(O)C1CCCCC1)=O (ethyl-3-cyclohexyl-3-hydroxybutyrate), [H-].[Al+3].[Li+].[H-].[H-].[H-] (lithium aluminium hydride), C(C)OC(CC(C)(O)C1CCCCC1)=O (ethyl-3-cyclohexyl-3-hydroxy-butyrate), resultant mixture. Run in CCOCC (ether), CCOCC (ether). The product is C1(CCCCC1)C(CCO)(C)O (3-cyclohexylbutane-1,3-diol). The yield is 86.4%. As a reaction SMILES: [H-].[Al+3].[Li+].[H-].[H-].[H-].C([O:9][C:10](=O)[CH2:11][C:12]([CH:15]1[CH2:20][CH2:19][CH2:18][CH2:17][CH2:16]1)([OH:14])[CH3:13])C>CCOCC>[CH:15]1([C:12]([OH:14])([CH3:13])[CH2:11][CH2:10][OH:9])[CH2:20][CH2:19][CH2:18][CH2:17][CH2:16]1 |f:0.1.2.3.4.5|. Reported procedure: To a slurry of lithium aluminium hydride (6.39 g, 0.168 mol) in ether (250 ml), in an atmosphere of nitrogen and cooled in an ice-bath was added dropwise ethyl-3-cyclohexyl-3-hydroxybutyrate (36 g, 0.168 mol) in ether (100 ml). After complete addition of the ester the resultant mixture was boiled at reflux for 1 hr, then cooled in an ice-bath. Excess lithium aluminium hydride was destroyed by successive dropwise addition of water (7 ml), 10% sodium hydroxide solution (7 ml) and water (21 ml). Th... The reactants are C1CCNC1, CO, CC(=O)c1ccc(Cl)cc1O, CC(=O)C(F)F. Yields the product CC1(C(F)F)CC(=O)c2ccc(Cl)cc2O1. Reaction SMILES: [CH2:18]1[CH2:19][NH:20][CH2:21][CH2:22]1.[CH3:23][OH:24].[Cl:1][c:2]1[cH:3][c:4]([OH:11])[c:5]([C:8]([CH3:9])=[O:10])[cH:6][cH:7]1.[F:12][CH:13]([C:14](=[O:15])[CH3:16])[F:17]>>[Cl:1][c:2]1[cH:3][c:4]2[c:5]([cH:6][cH:7]1)[C:8](=[O:10])[CH2:9][C:14]([CH:13]([F:12])[F:17])([CH3:16])[O:11]2. Reactants: solid, Cl.Cl.O1CCC2=C1C=CC=C2C2CCN(CC2)CC[C@@H]2CC[C@H](CC2)N (trans-4-{2-[4-(2,3-dihydro-benzofuran-4-yl)-piperidin-1-yl]-ethyl}-cyclohexylamine dihydrochloride), Cl.Cl.O1CCC2=C1C=CC=C2C2CCN(CC2)CC[C@@H]2CC[C@H](CC2)N (trans-4-{2-[4-(2,3-dihydro-benzofuran-4-yl)-piperidin-1-yl]-ethyl}-cyclohexylamine dihydrochloride), C(C1=CC=CC=C1)(=O)O (benzoic acid). The product is O1CCC2=C1C=CC=C2C2CCN(CC2)CC[C@@H]2CC[C@H](CC2)NC(C2=CC=CC=C2)=O (trans-N-(4-{2-[4-(2,3-Dihydro-benzofuran-4-yl)-piperidin-1-yl]-ethyl}-cyclohexyl)-benzamide). Reaction SMILES: Cl.Cl.[O:3]1[C:7]2[CH:8]=[CH:9][CH:10]=[C:11]([CH:12]3[CH2:17][CH2:16][N:15]([CH2:18][CH2:19][C@H:20]4[CH2:25][CH2:24][C@H:23]([NH2:26])[CH2:22][CH2:21]4)[CH2:14][CH2:13]3)[C:6]=2[CH2:5][CH2:4]1.[C:27](O)(=[O:34])[C:28]1[CH:33]=[CH:32][CH:31]=[CH:30][CH:29]=1>>[O:3]1[C:7]2[CH:8]=[CH:9][CH:10]=[C:11]([CH:12]3[CH2:17][CH2:16][N:15]([CH2:18][CH2:19][C@H:20]4[CH2:21][CH2:22][C@H:23]([NH:26][C:27](=[O:34])[C:28]5[CH:33]=[CH:32][CH:31]=[CH:30][CH:29]=5)[CH2:24][CH2:25]4)[CH2:14][CH2:13]3)[C:6]=2[CH2:5][CH2:4]1 |f:0.1.2|. Reported procedure: The title compound, off-white solid (87 mg, 81%), MS (ISP) m/z=433.5 [(M+H)+], mp 220° C., was prepared in accordance with the general method of example 1 from trans-4-{2-[4-(2,3-dihydro-benzofuran-4-yl)-piperidin-1-yl]-ethyl}-cyclohexylamine dihydrochloride (intermediate B) (100 mg, 0.25 mmol) and benzoic acid. Starting materials: N1=CN=CC=C1 (pyrimidine), nitro, N1=CN=CC=C1 (pyrimidine), formula 70, N1=CN=C2N=CNC2=C1 (purine), S(=O)([O-])S(=O)[O-].[Na+].[Na+] (sodium dithionite). Product: NC=1C(=NC(=NC1)N)N (triaminopyrimidine). Reaction SMILES: [N:1]1C=CC=NC=1.[N:7]1[CH:15]=[C:14]2[C:10]([N:11]=C[NH:13]2)=[N:9][CH:8]=1.S(S([O-])=O)([O-])=O.[Na+].[Na+]>>[NH2:13][C:14]1[C:10]([NH2:11])=[N:9][C:8]([NH2:1])=[N:7][CH:15]=1 |f:2.3.4|. Procedure details: The amine of the formula 69 is subsequently reacted with a substituted chloropyrimidine. The amine can be condensed, for example, with 2-amino-6-chloro-5-nitro-4-(3H)-pyrimidinone in the presence of a tertiary amine base, preferably triethylamine, in refluxing n-butanol to give a pyrimidine compound of formula 70. The pyrimidine compound of formula 70 can then be converted to a purine derivative by a two step procedure. In the first step, the nitro moiety of the pyrimidine is reduced with, for e... The reactants are C[O-].[Na+] (sodium methoxide), Cl.OC1[C@H](N)[C@@H](O)[C@H](O)[C@H](O1)CO (D-Glucosamine hydrochloride), purpurin-18-N-3′-(isothiocyanate)propylimide, C(C)(C)N(CC)C(C)C (diisopropylethylamine). The solvent is CS(=O)C (DMSO). Reaction conditions: time 2 hour. Product: O=CC[C@@H](O)[C@H](O)[C@H](O)CO (2-deoxyglucose), ( 5 ). RXN SMILES: Cl.[OH:2][CH:3]1[O:11][C@H:10]([CH2:12][OH:13])[C@@H:8]([OH:9])[C@H:6]([OH:7])[C@H:4]1N.C[O-].[Na+].C(N(C(C)C)CC)(C)C>CS(C)=O>[O:2]=[CH:3][CH2:4][C@H:6]([C@@H:8]([C@@H:10]([CH2:12][OH:13])[OH:11])[OH:9])[OH:7] |f:0.1,2.3|. Procedure: D-Glucosamine hydrochloride (13 mg, 0.06 mmol) was added to a solution containing sodium methoxide (3.24 mg, 0.06 mmol) in 3 mL DMSO. The reaction mixture was stirred at room temperature for 2 hrs, and purpurin-18-N-3′-(isothiocyanate)propylimide (19 mg, 0.028 mmol) and 50 μL diisopropylethylamine were added. The resulting solution was stirred under argon atmosphere for 20 hrs. After removing solvent and base by vacuum, the crude obtained was washed with both CH2Cl2 and, water and subsequently c... Starting materials: COC(C1=C(C(=CC=C1)[N+](=O)[O-])Cl)=O (2-chloro-3-nitrobenzoic acid methyl ester), COC1=C(C=CC2=CC=CC=C12)B(O)O (1-methoxynaphthalene-2-boronic acid), C([O-])([O-])=O.[Na+].[Na+] (sodium carbonate). Reagents/catalysts: [Pd].C1(=CC=CC=C1)P(C1=CC=CC=C1)C1=CC=CC=C1.C1(=CC=CC=C1)P(C1=CC=CC=C1)C1=CC=CC=C1.C1(=CC=CC=C1)P(C1=CC=CC=C1)C1=CC=CC=C1.C1(=CC=CC=C1)P(C1=CC=CC=C1)C1=CC=CC=C1 (tetrakis(triphenylphosphine) palladium(0)). Run in C1CCOC1 (THF). Product: COC1=C(C=CC2=CC=CC=C12)C1=C(C(=O)OC)C=CC=C1[N+](=O)[O-] (2-(1-Methoxynaphthalen-2-yl)-3-nitrobenzoic acid, methyl ester). The yield is 75.2%. As a reaction SMILES: [CH3:1][O:2][C:3](=[O:14])[C:4]1[CH:9]=[CH:8][CH:7]=[C:6]([N+:10]([O-:12])=[O:11])[C:5]=1Cl.[CH3:15][O:16][C:17]1[C:26]2[C:21](=[CH:22][CH:23]=[CH:24][CH:25]=2)[CH:20]=[CH:19][C:18]=1B(O)O.C(=O)([O-])[O-].[Na+].[Na+]>C1COCC1.[Pd].C1(P(C2C=CC=CC=2)C2C=CC=CC=2)C=CC=CC=1.C1(P(C2C=CC=CC=2)C2C=CC=CC=2)C=CC=CC=1.C1(P(C2C=CC=CC=2)C2C=CC=CC=2)C=CC=CC=1.C1(P(C2C=CC=CC=2)C2C=CC=CC=2)C=CC=CC=1>[CH3:15][O:16][C:17]1[C:26]2[C:21](=[CH:22][CH:23]=[CH:24][CH:25]=2)[CH:20]=[CH:19][C:18]=1[C:5]1[C:6]([N+:10]([O-:12])=[O:11])=[CH:7][CH:8]=[CH:9][C:4]=1[C:3]([O:2][CH3:1])=[O:14] |f:2.3.4,6.7.8.9.10|. Procedure details: A solution of 2-chloro-3-nitrobenzoic acid methyl ester, (2.16 g, 10.0 mM), 1-methoxynaphthalene-2-boronic acid, (2.22 g, 11.0 mM), tetrakis(triphenylphosphine) palladium(0)(0.584 g, 0.5 mM), and 2M aqueous sodium carbonate solution (10.5 mL, 21.0 mM) in THF (50 mL) was stirred at reflux for 31 h in the absence of light. The mixture was cooled to room temperature, the THF removed in vacuo, and the resulting aqueous residue dissolved in ethyl acetate and brine. The solvent layers were separated, ...